This data is from the Open Reaction Database (ORD), a public repository of structured organic reaction records. The task is: describe an organic reaction: reactants, conditions, products, and yield The reactants are COC(=O)C1NC2=CC=C(C=C2C1)Cl (5-chloroindoline-2(R/S)-carboxylic acid methyl ester), C(C)(C)(C)OC(=O)N[C@H](C(=O)O)CC (N-t-butoxycarbonyl-2(S)-aminobutyric acid), C(C)(C)N=C=NC(C)C (diisopropylcarbodiimide). Solvent: ClCCl (dichloromethane). Conditions: time 24 hour. Product: COC(=O)[C@H]1N(C2=CC=C(C=C2C1)Cl)C([C@H](CC)NC(=O)OC(C)(C)C)=O (1-(N-t-Butoxycarbonyl-2(S)-aminobutyryl)-5-chloroindoline-2(S)-carboxylic acid methyl ester). Reaction SMILES: [CH3:1][O:2][C:3]([CH:5]1[CH2:13][C:12]2[C:7](=[CH:8][CH:9]=[C:10]([Cl:14])[CH:11]=2)[NH:6]1)=[O:4].[C:15]([O:19][C:20]([NH:22][C@@H:23]([CH2:27][CH3:28])[C:24](O)=[O:25])=[O:21])([CH3:18])([CH3:17])[CH3:16].C(N=C=NC(C)C)(C)C>ClCCl>[CH3:1][O:2][C:3]([C@@H:5]1[CH2:13][C:12]2[C:7](=[CH:8][CH:9]=[C:10]([Cl:14])[CH:11]=2)[N:6]1[C:24](=[O:25])[C@@H:23]([NH:22][C:20]([O:19][C:15]([CH3:18])([CH3:17])[CH3:16])=[O:21])[CH2:27][CH3:28])=[O:4]. Procedure: To a solution of 5-chloroindoline-2(R/S)-carboxylic acid methyl ester (1.2 g, 5.69 mmol) and N-t-butoxycarbonyl-2(S)-aminobutyric acid (1.27 g, 6.25 mmol) dissolved in dried dichloromethane (10 ml) under nitrogen at 10° C., was added diisopropylcarbodiimide (0.98 ml, 6.30 mmol). The mixture was stirred at room temperature for 24 hours, then filtered. The filtrate was evaporated under vacuum to afford a brown solid which was purified by column chromatography on silica gel using 20:1 dichlorometha... Product: Cc1ccc2c(Cl)nc(-c3c(C)cccc3O)nc2c1. The reactants are BrB(Br)Br, COc1cccc(C)c1-c1nc(Cl)c2ccc(C)cc2n1, ClCCl. As a reaction SMILES: [B:22]([Br:23])([Br:24])[Br:25].[Cl:1][c:2]1[n:3][c:4](-[c:13]2[c:14]([O:20][CH3:21])[cH:15][cH:16][cH:17][c:18]2[CH3:19])[n:5][c:6]2[cH:7][c:8]([CH3:12])[cH:9][cH:10][c:11]12.[Cl:26][CH2:27][Cl:28]>>[Cl:1][c:2]1[n:3][c:4](-[c:13]2[c:14]([OH:20])[cH:15][cH:16][cH:17][c:18]2[CH3:19])[n:5][c:6]2[cH:7][c:8]([CH3:12])[cH:9][cH:10][c:11]12. Reactants: BrC=1C(=C(C(=CC1Br)OCC)O)F (3,4-dibromo-6-ethoxy-2-fluorophenol), CI (methyl iodide), C([O-])([O-])=O.[K+].[K+] (potassium carbonate), O (Water). The solvent is CN(C=O)C (dimethylformamide). Run at time 18 hour. The product is BrC1=C(C(=C(C(=C1)OCC)OC)F)Br (1,2-Dibromo-5-ethoxy-3-fluoro-4-methoxybenzene). The yield is 46.5%. RXN SMILES: [Br:1][C:2]1[C:3]([F:13])=[C:4]([OH:12])[C:5]([O:9][CH2:10][CH3:11])=[CH:6][C:7]=1[Br:8].CI.[C:16](=O)([O-])[O-].[K+].[K+].O>CN(C)C=O>[Br:8][C:7]1[CH:6]=[C:5]([O:9][CH2:10][CH3:11])[C:4]([O:12][CH3:16])=[C:3]([F:13])[C:2]=1[Br:1] |f:2.3.4|. Procedure: After dissolving 3,4-dibromo-6-ethoxy-2-fluorophenol (3.8 g, 12 mmol) in dimethylformamide (30 ml), methyl iodide (1.5 ml, 24 mmol) and potassium carbonate (3.3 g, 24 mmol) were added and the mixture was stirred at room temperature for 18 hours. Water (80 ml) was added, extraction was performed with diethyl ether (60 ml×2), and then after washing the combined organic layers with brine (80 ml) and drying over anhydrous magnesium sulfate, the solvent was distilled off under reduced pressure. The r... Starting materials: NC1=C(C=NN1C1=C(C(=C(C=C1Cl)C(F)(F)F)Cl)Cl)C#N (5-Amino-4-cyano-1-(2,3,6-trichloro-4-trifluoromethylphenyl)pyrazole), C(C)(=O)OC(C)=O (acetic anhydride). Reported procedure: 5-Amino-4-cyano-1-(2,3,6-trichloro-4-trifluoromethylphenyl)pyrazole (3.74 g) in acetic anhydride (20 ml) was heated at reflux for 6 hours. The reaction mixture was then evaporated under reduced pressure to remove unreacted acetic anhydride. The residual oil was dissolved in dichloromethane (50 ml) and filtered. The filtrate was evaporated to give a foam, which was then suspended in water (70 ml). The suspension was filtered and the filtrate deposited a solid on standing. The solid was collected ... As a reaction SMILES: [NH2:1][C:2]1[N:6]([C:7]2[C:12]([Cl:13])=[CH:11][C:10]([C:14]([F:17])([F:16])[F:15])=[C:9]([Cl:18])[C:8]=2[Cl:19])[N:5]=[CH:4][C:3]=1[C:20]#[N:21].[C:22](OC(=O)C)(=[O:24])[CH3:23]>O>[C:22]([NH:1][C:2]1[N:6]([C:7]2[C:12]([Cl:13])=[CH:11][C:10]([C:14]([F:17])([F:15])[F:16])=[C:9]([Cl:18])[C:8]=2[Cl:19])[N:5]=[CH:4][C:3]=1[C:20]#[N:21])(=[O:24])[CH3:23]. The solvent is O (water). Yields the product C(C)(=O)NC1=C(C=NN1C1=C(C(=C(C=C1Cl)C(F)(F)F)Cl)Cl)C#N (5-acetamido-4-cyano-1-(2,3,6-trichloro-4-trifluoromethylphenyl)pyrazole).